From a dataset of the Open Reaction Database (ORD), a public repository of structured organic reaction records. describe an organic reaction: reactants, conditions, products, and yield Reactants: C(C)O (Ethanol), Cl.NO (Hydroxylamine hydrochloride), C(#N)C1=CC=C(C=C1)N1C(CN(CC1)C1CCN(CC1)CC(=O)OCC)=O (ethyl 4-[4-(4-cyanophenyl)-3-oxo-1-piperazinyl]-1-piperidineacetate). The solvent is C(C)N(CC)CC (triethylamine). Product: ONC(=N)C1=CC=C(C=C1)N1C(CN(CC1)C1CCN(CC1)CC(=O)OCC)=O (ethyl 4-[4-(4-hydroxyamidinophenyl)-3-oxo-1-piperazinyl]-1-piperidineacetate). Yield: 69.5%. RXN SMILES: C(O)C.Cl.[NH2:5][OH:6].[C:7]([C:9]1[CH:14]=[CH:13][C:12]([N:15]2[CH2:20][CH2:19][N:18]([CH:21]3[CH2:26][CH2:25][N:24]([CH2:27][C:28]([O:30][CH2:31][CH3:32])=[O:29])[CH2:23][CH2:22]3)[CH2:17][C:16]2=[O:33])=[CH:11][CH:10]=1)#[N:8]>C(N(CC)CC)C>[OH:6][NH:5][C:7]([C:9]1[CH:14]=[CH:13][C:12]([N:15]2[CH2:20][CH2:19][N:18]([CH:21]3[CH2:22][CH2:23][N:24]([CH2:27][C:28]([O:30][CH2:31][CH3:32])=[O:29])[CH2:25][CH2:26]3)[CH2:17][C:16]2=[O:33])=[CH:11][CH:10]=1)=[NH:8] |f:1.2|. Procedure: Ethanol (38 ml), 0.90 g of Hydroxylamine hydrochloride, and 1.64 g of triethylamine were added to 3.0 g of ethyl 4-[4-(4-cyanophenyl)-3-oxo-1-piperazinyl]-1-piperidineacetate, and the mixture was heated under reflux for 3 hours. The crystals formed were collected by filtration at the temperature of about 30° C, and recrystallized from chloroform-ethanol to give 2.27 g of ethyl 4-[4-(4-hydroxyamidinophenyl)-3-oxo-1-piperazinyl]-1-piperidineacetate Reactants: C1CCNCC1, CCCn1c(=O)c2c(nc(C=Cc3cc(OC)c(OC)cc3S(=O)(=O)O)n2C)n(CCC)c1=O. The product is CCCn1c(=O)c2c(nc(C=Cc3cc(OC)c(OC)cc3S(=O)(=O)N3CCCCC3)n2C)n(CCC)c1=O. As a reaction SMILES: [CH2:35]1[CH2:36][CH2:37][NH:38][CH2:39][CH2:40]1.[CH3:1][O:2][c:3]1[cH:4][c:5]([S:31](=[O:32])(=[O:33])[OH:34])[c:6]([CH:7]=[CH:8][c:9]2[n:10][c:11]3[n:12]([CH2:24][CH2:25][CH3:26])[c:13](=[O:23])[n:14]([CH2:20][CH2:21][CH3:22])[c:15](=[O:19])[c:16]3[n:17]2[CH3:18])[cH:27][c:28]1[O:29][CH3:30]>>[CH3:1][O:2][c:3]1[cH:4][c:5]([S:31](=[O:33])(=[O:34])[N:38]2[CH2:37][CH2:36][CH2:35][CH2:40][CH2:39]2)[c:6]([CH:7]=[CH:8][c:9]2[n:10][c:11]3[n:12]([CH2:24][CH2:25][CH3:26])[c:13](=[O:23])[n:14]([CH2:20][CH2:21][CH3:22])[c:15](=[O:19])[c:16]3[n:17]2[CH3:18])[cH:27][c:28]1[O:29][CH3:30]. Reactants: CCCC[Sn](CCCC)(CCCC)c1nc(C)nc(SC)n1, [Cs+], [Cu]I, [F-], COc1ccc(Nc2nc(N3CCCCC3)ncc2I)cn1, C1COCCO1, O, c1ccc(P(c2ccccc2)(c2ccccc2)[Pd](P(c2ccccc2)(c2ccccc2)c2ccccc2)(P(c2ccccc2)(c2ccccc2)c2ccccc2)P(c2ccccc2)(c2ccccc2)c2ccccc2)cc1. Yields the product COc1ccc(Nc2nc(N3CCCCC3)ncc2-c2nc(C)nc(SC)n2)cn1. Reaction SMILES: [CH3:23][c:24]1[n:25][c:26]([Sn:32]([CH2:33][CH2:34][CH2:35][CH3:36])([CH2:37][CH2:38][CH2:39][CH3:40])[CH2:41][CH2:42][CH2:43][CH3:44])[n:27][c:28]([S:30][CH3:31])[n:29]1.[Cs+:46].[Cu:54][I:55].[F-:45].[I:1][c:2]1[c:3]([NH:14][c:15]2[cH:16][n:17][c:18]([O:21][CH3:22])[cH:19][cH:20]2)[n:4][c:5]([N:8]2[CH2:9][CH2:10][CH2:11][CH2:12][CH2:13]2)[n:6][cH:7]1.[O:47]1[CH2:48][CH2:49][O:50][CH2:51][CH2:52]1.[OH2:53].[cH:56]1[cH:57][cH:58][c:59]([P:60]([Pd:61]([P:62]([c:63]2[cH:64][cH:65][cH:66][cH:67][cH:68]2)([c:69]2[cH:70][cH:71][cH:72][cH:73][cH:74]2)[c:75]2[cH:76][cH:77][cH:78][cH:79][cH:80]2)([P:81]([c:82]2[cH:83][cH:84][cH:85][cH:86][cH:87]2)([c:88]2[cH:89][cH:90][cH:91][cH:92][cH:93]2)[c:94]2[cH:95][cH:96][cH:97][cH:98][cH:99]2)[P:100]([c:101]2[cH:102][cH:103][cH:104][cH:105][cH:106]2)([c:107]2[cH:108][cH:109][cH:110][cH:111][cH:112]2)[c:113]2[cH:114][cH:115][cH:116][cH:117][cH:118]2)([c:119]2[cH:120][cH:121][cH:122][cH:123][cH:124]2)[c:125]2[cH:126][cH:127][cH:128][cH:129][cH:130]2)[cH:131][cH:132]1>>[c:2]1(-[c:26]2[n:25][c:24]([CH3:23])[n:29][c:28]([S:30][CH3:31])[n:27]2)[c:3]([NH:14][c:15]2[cH:16][n:17][c:18]([O:21][CH3:22])[cH:19][cH:20]2)[n:4][c:5]([N:8]2[CH2:9][CH2:10][CH2:11][CH2:12][CH2:13]2)[n:6][cH:7]1. Reactants: C1(=CC=CC=C1)C1=NN2C(C=CC3=CC=CC=C23)=C1 (2-Phenylpyrazolo[1,5-a]quinoline), 3-nitroso, O.NN (hydrazine hydrate). Reagents/catalysts: [Pd] (palladium on carbon). Run in C(C)O (ethanol). Conditions: temperature 80 celsius, time 10 minute. Yields the product NC=1C(=NN2C1C=CC1=CC=CC=C21)C2=CC=CC=C2 (3-Amino-2-phenylpyrazolo[1,5-a]quinoline). As a reaction SMILES: [C:1]1([C:7]2[CH:19]=[C:10]3[CH:11]=[CH:12][C:13]4[C:18]([N:9]3[N:8]=2)=[CH:17][CH:16]=[CH:15][CH:14]=4)[CH:6]=[CH:5][CH:4]=[CH:3][CH:2]=1.O.[NH2:21]N>[Pd].C(O)C>[NH2:21][C:19]1[C:7]([C:1]2[CH:6]=[CH:5][CH:4]=[CH:3][CH:2]=2)=[N:8][N:9]2[C:18]3[C:13](=[CH:14][CH:15]=[CH:16][CH:17]=3)[CH:12]=[CH:11][C:10]=12 |f:1.2|. Procedure details: 1.0 g. 2-Phenylpyrazolo[1,5-a]quinoline (see J. Het. Chem., 12, 481/1975) are nitrosated analogously to Example 3. There is obtained 1 g. (89% of theory) of the corresponding 3-nitroso compound which is suspended in 90 ml. ethanol and mixed with 200 mg. palladium on carbon. The mixture is heated to 80° C. and 0.25 ml. hydrazine hydrate added portionwise thereto. After 10 minutes, the palladium-carbon is filtered off and the filtrate is evaporated. The residue is dissolved in ethanol and mixed wi... Starting materials: CC1(NCN=C(C1)C)C (4,4,6-trimethyl-2,3,4,5-tetrahydropyrimidine). The reagents and catalysts are [Ni] (Raney nickel). Yields the product CC1(NC=NC(C1)C)C (4,4,6-trimethyl-3,4,5,6-tetrahydropyrimidine). As a reaction SMILES: [CH3:1][C:2]1([CH3:9])[CH2:7][C:6]([CH3:8])=[N:5][CH2:4][NH:3]1>[Ni]>[CH3:1][C:2]1([CH3:9])[CH2:7][CH:6]([CH3:8])[N:5]=[CH:4][NH:3]1. Procedure: A sample of 12 g. of 4,4,6-trimethyl-2,3,4,5-tetrahydropyrimidine and 1.0 g. of W-2 Raney nickel were heated under a hydrogen atmosphere at 178° C. for 18 hrs. to yield 4,4,6-trimethyl-3,4,5,6-tetrahydropyrimidine identical to the product described in example 1.